Dataset: the Open Reaction Database (ORD), a public repository of structured organic reaction records. Task: describe an organic reaction: reactants, conditions, products, and yield Reactants: C(C)OC(=O)C1(CC2=CC=CC=C2C1)NC(C1=C(C(=CC=C1)C)OC1CCC1)=O (2-[(2-cyclobutoxy-3-methyl-benzoyl)-amino]-indan-2-carboxylic acid ethyl ester), [Li+].[OH-] (LiOH), O1CCOCC1 (1,4-dioxane), CO (MeOH). The solvent is CC(C)O.C(Cl)Cl (i-PrOH DCM), O (water). Run at time 20 hour. Product: C1(CCC1)OC1=C(C(=O)NC2(CC3=CC=CC=C3C2)C(=O)O)C=CC=C1C (2-(2-Cyclobutoxy-3-methyl-benzoylamino)-indan-2-carboxylic acid). Yield: 98.9%. Reaction SMILES: C([O:3][C:4]([C:6]1([NH:15][C:16](=[O:29])[C:17]2[CH:22]=[CH:21][CH:20]=[C:19]([CH3:23])[C:18]=2[O:24][CH:25]2[CH2:28][CH2:27][CH2:26]2)[CH2:14][C:13]2[C:8](=[CH:9][CH:10]=[CH:11][CH:12]=2)[CH2:7]1)=[O:5])C.O1CCOCC1.CO.[Li+].[OH-]>CC(O)C.C(Cl)Cl.O>[CH:25]1([O:24][C:18]2[C:19]([CH3:23])=[CH:20][CH:21]=[CH:22][C:17]=2[C:16]([NH:15][C:6]2([C:4]([OH:5])=[O:3])[CH2:7][C:8]3[C:13](=[CH:12][CH:11]=[CH:10][CH:9]=3)[CH2:14]2)=[O:29])[CH2:28][CH2:27][CH2:26]1 |f:3.4,5.6|. Procedure: A 50 mL flask containing the 2-[(2-cyclobutoxy-3-methyl-benzoyl)-amino]-indan-2-carboxylic acid ethyl ester (1.72 g, 4.37 mmol) is charged with 1,4-dioxane (16 mL) and MeOH (16 mL). A stirring bar is added and stirring is initiated. After dissolution, water (8 mL) is added followed by the LiOH (458 mg, 10.91 mmol). After 20 h, tlc analysis (silica, 5% i-PrOH/DCM) indicates that the starting material is completely consumed. The pH of the reaction mixture is carefully adjusted to pH 2 by slowly ad... Reactants: [H-].[Li+].[Al+3].[H-].[H-].[H-] (aluminum lithium hydride), COC1=C(C(=O)OC)C=CC=N1 (methyl 2-methoxynicotinate), O (water), aqueous solution, [OH-].[Na+] (sodium hydroxide), O (water). Run in C1CCOC1 (THF), C1CCOC1 (THF). Run at time 2 hour. The product is COC1=NC=CC=C1CO ((2-methoxy-3-pyridinyl)methanol). Yield: 95.3%. Reaction SMILES: [H-].[Li+].[Al+3].[H-].[H-].[H-].[CH3:7][O:8][C:9]1[N:18]=[CH:17][CH:16]=[CH:15][C:10]=1[C:11](OC)=[O:12].O.[OH-].[Na+]>C1COCC1>[CH3:7][O:8][C:9]1[C:10]([CH2:11][OH:12])=[CH:15][CH:16]=[CH:17][N:18]=1 |f:0.1.2.3.4.5,8.9|. Procedure: To a solution of aluminum lithium hydride (1.43 g) in THF (126 ml) was added a solution of methyl 2-methoxynicotinate (6.3 g) in THF (63 ml) at 0° C. The mixture was stirred at room temperature for 2 hours, and water (6.3 ml), 15% aqueous solution of sodium hydroxide (6.3 ml) and water (18.9 ml) were sequentially added to the solution at 0° C. The mixture was filtered with Celite, and washed with methanol. The solvent was removed under reduced pressure, and the obtained residue was purified by s... The reactants are [N+](=O)([O-])C1=CC=C(C=C1)[C@H]1[C@@H](C1)C(=O)O (trans-2-(4-nitrophenyl)cyclopropanecarboxylic acid), CC(CCCCCCCCC)N (1-methyldecylamine), O1CCCC1 (tetrahydrofuran), ClC(=O)OCC (ethyl chloroformate). The solvent is C(Cl)(Cl)Cl (chloroform), C(C)N(CC)CC (triethylamine), C(Cl)(Cl)Cl (chloroform). Reaction conditions: temperature 5 celsius, time 15 minute. The product is CC(CCCCCCCCC)NC(=O)[C@H]1[C@@H](C1)C1=CC=C(C=C1)[N+](=O)[O-] (trans-N-(1-Methyldecyl)-2-(4-nitrophenyl)cyclopropanecarboxamide). RXN SMILES: [N+:1]([C:4]1[CH:9]=[CH:8][C:7]([C@@H:10]2[CH2:12][C@H:11]2[C:13]([OH:15])=O)=[CH:6][CH:5]=1)([O-:3])=[O:2].O1CCCC1.ClC(OCC)=O.[CH3:27][CH:28]([NH2:38])[CH2:29][CH2:30][CH2:31][CH2:32][CH2:33][CH2:34][CH2:35][CH2:36][CH3:37]>C(Cl)(Cl)Cl.C(N(CC)CC)C>[CH3:27][CH:28]([NH:38][C:13]([C@@H:11]1[CH2:12][C@H:10]1[C:7]1[CH:6]=[CH:5][C:4]([N+:1]([O-:3])=[O:2])=[CH:9][CH:8]=1)=[O:15])[CH2:29][CH2:30][CH2:31][CH2:32][CH2:33][CH2:34][CH2:35][CH2:36][CH3:37]. Procedure: To a stirred slurry of 2.1 g. of trans-2-(4-nitrophenyl)cyclopropanecarboxylic acid in 30 ml. of tetrahydrofuran was added 1.1 g. of triethylamine. The clear solution thus obtained was cooled to ca. 5° C., and a solution of 1.2 g. of ethyl chloroformate in 5 ml. of chloroform was added dropwise, with stirring, during 15 minutes. Stirring was continued for 20 minutes, and then a solution of 1.9 g. of 1-methyldecylamine in 5 ml. of chloroform was added dropwise during 15 minutes. The cooling bath ...